Task: describe an organic reaction: reactants, conditions, products, and yield. Dataset: the Open Reaction Database (ORD), a public repository of structured organic reaction records The reactants are C(CCCCCCCC)C1=CC=C(C=C1)C(C)=O (p-nonyl acetophenone), NC1=CC=CC=C1 (aniline), C1(=CC=CC=C1)C (Toluene), N1=CC=CC=C1 (pyridine). Solvent: O (water). Product: CC(C1=CC=C(C=C1)CCCCCCCCC)=NC1=CC=CC=C1 (N-(alpha-methyl-p-nonyl benzylidene) aniline). As a reaction SMILES: [CH2:1]([C:10]1[CH:15]=[CH:14][C:13]([C:16](=O)[CH3:17])=[CH:12][CH:11]=1)[CH2:2][CH2:3][CH2:4][CH2:5][CH2:6][CH2:7][CH2:8][CH3:9].[NH2:19][C:20]1[CH:25]=[CH:24][CH:23]=[CH:22][CH:21]=1.C1(C)C=CC=CC=1.N1C=CC=CC=1>O>[CH3:17][C:16](=[N:19][C:20]1[CH:25]=[CH:24][CH:23]=[CH:22][CH:21]=1)[C:13]1[CH:14]=[CH:15][C:10]([CH2:1][CH2:2][CH2:3][CH2:4][CH2:5][CH2:6][CH2:7][CH2:8][CH3:9])=[CH:11][CH:12]=1. Procedure: A solution of p-nonyl acetophenone (90 g), aniline (75 g), Toluene (125 ml) and pyridine (20 ml) was refluxed with continuous removal of water. N-(alpha-methyl-p-nonyl benzylidene) aniline (XXX) was obtained by fractional distillation. XXX had a boiling point of 200°-208° at 0.075 millimeter. Reactants: COC(=O)N[C@@H]([C@@H](C)CC)C(=O)O (N-methoxycarbonyl-(L)-iso-leucine), C(CCl)Cl (EDC), C=1C=CC2=C(C1)N=NN2O (HOBT), TEA, S1C=NC=C1C1=CC=C(C=C1)CN(C[C@@H]([C@H](CC1=CC=CC=C1)NC([C@@H](NC(=O)OC)[C@@H](C)CC)=O)O)N (1-[4-(Thiazol-5-yl)-phenyl]-4(S)-hydroxy-2-amino-5(S)-N-(N-methoxycarbonyl-(L)-iso-leucyl)amino-6-phenyl-2-azahexane). Run in CN(C)C=O (DMF), CN(C)C=O (DMF). The product is CC[C@H](C)[C@@H](C(=O)N[C@@H](CC1=CC=CC=C1)[C@H](CN(CC2=CC=C(C=C2)C3=CN=CS3)NC(=O)[C@H]([C@@H](C)CC)NC(=O)OC)O)NC(=O)OC (1-[4-(Thiazol-5-yl)-phenyl]-4(S)-hydroxy-5(S)-2,5-bis[N-(N-methoxycarbonyl-(L)-iso-leucyl)amino]-6-phenyl-2-azahexane). Reaction SMILES: [CH3:1][O:2][C:3]([NH:5][C@H:6]([C:11](O)=[O:12])[C@H:7]([CH2:9][CH3:10])[CH3:8])=[O:4].C(Cl)CCl.C1C=CC2N(O)N=NC=2C=1.[S:28]1[C:32]([C:33]2[CH:38]=[CH:37][C:36]([CH2:39][N:40]([NH2:65])[CH2:41][C@H:42]([OH:64])[C@@H:43]([NH:51][C:52](=[O:63])[C@H:53]([C@H:59]([CH2:61][CH3:62])[CH3:60])[NH:54][C:55]([O:57][CH3:58])=[O:56])[CH2:44][C:45]3[CH:50]=[CH:49][CH:48]=[CH:47][CH:46]=3)=[CH:35][CH:34]=2)=[CH:31][N:30]=[CH:29]1>CN(C=O)C>[CH3:62][CH2:61][C@@H:59]([C@H:53]([NH:54][C:55]([O:57][CH3:58])=[O:56])[C:52]([NH:51][C@H:43]([C@@H:42]([OH:64])[CH2:41][N:40]([NH:65][C:11]([C@@H:6]([NH:5][C:3]([O:2][CH3:1])=[O:4])[C@H:7]([CH2:9][CH3:10])[CH3:8])=[O:12])[CH2:39][C:36]1[CH:35]=[CH:34][C:33]([C:32]2[S:28][CH:29]=[N:30][CH:31]=2)=[CH:38][CH:37]=1)[CH2:44][C:45]1[CH:50]=[CH:49][CH:48]=[CH:47][CH:46]=1)=[O:63])[CH3:60]. Procedure: Analogously to Example 7, 175 mg (0.92 mmol) of N-methoxycarbonyl-(L)-iso-leucine, 332 mg (1.7 mmol) of EDC and 156 mg (1.15 mmol) of HOBT in 2.5 ml of DMF and 483 μl (3.47 mmol) of TEA are reacted with 0.578 mmol of 1-[4-(thiazol-5-yl)-phenyl]-4(S)-hydroxy-2-amino-5(S)-N-(N-methoxycarbonyl-(L)-iso-leucyl)amino-6-phenyl-2-azahexane (Example 11 b) in 5.2 ml of DMF to form the title compound: m.p: 213-21 6° C.; HPLC20-100 : tRet =14.7; FAB MS (M+H)+ =711. The reactants are ClC=1N=NC(=CC1)C(=O)N (3-Chloro-pyridazine-6-carboxamide), C(C)NCC1=C(C=CC=C1)OC1=CC=CC=C1 (N-ethyl-N-(2-(phenoxy)benzyl)amine), C(C)(C)N(CC)C(C)C (di-isopropylethylamine). Solvent: CN(C)C=O (DMF). Reaction conditions: time 48 hour. Product: C(C)N(C(=O)C=1N=NC=CC1)NCC1=C(C=CC=C1)OC1=CC=CC=C1 (N-ethyl-N-(2-phenoxybenzylamino)-pyridazine-3-carboxamide). The yield is 45.3%. RXN SMILES: Cl[C:2]1[N:3]=[N:4][C:5]([C:8]([NH2:10])=[O:9])=[CH:6][CH:7]=1.C([NH:13][CH2:14][C:15]1[CH:20]=[CH:19][CH:18]=[CH:17][C:16]=1[O:21][C:22]1[CH:27]=[CH:26][CH:25]=[CH:24][CH:23]=1)C.[CH:28](N(C(C)C)CC)(C)[CH3:29]>CN(C=O)C>[CH2:28]([N:10]([NH:13][CH2:14][C:15]1[CH:20]=[CH:19][CH:18]=[CH:17][C:16]=1[O:21][C:22]1[CH:27]=[CH:26][CH:25]=[CH:24][CH:23]=1)[C:8]([C:5]1[N:4]=[N:3][CH:2]=[CH:7][CH:6]=1)=[O:9])[CH3:29]. Procedure: 3-Chloro-pyridazine-6-carboxamide (1.53, 9.69 mmol), N-ethyl-N-(2-(phenoxy)benzyl)amine (2.2 g, 9.69 mmol) and di-isopropylethylamine (3.87 g, 30 mmol) in DMF (19 ml) was heated to 135° C. for 20 hours. The reaction was cooled to ambient temperature and allowed to stand for 48 hours. It was partitioned between ethyl acetate/H2O, the aqueous layer extracted with ethyl acetate and the organic layers washed with water (4×), dried (MgSO4) and evaporated. The residue was subjected to chromatography (... Reactants: [Br-], CCOCc1nc(C2CCNCC2)oc1-c1ccccc1, CCN(C(C)C)C(C)C, COc1ccc(CCCl)cc1S(=O)(=O)NCC(N)=O, [Li+], C1COCCO1. The product is CCOCc1nc(C2CCN(CCc3ccc(OC)c(S(=O)(=O)NCC(N)=O)c3)CC2)oc1-c1ccccc1. As a reaction SMILES: [Br-:41].[CH2:1]([CH3:2])[O:3][CH2:4][c:5]1[n:6][c:7]([CH:16]2[CH2:17][CH2:18][NH:19][CH2:20][CH2:21]2)[o:8][c:9]1-[c:10]1[cH:11][cH:12][cH:13][cH:14][cH:15]1.[CH:43]([N:44]([CH:45]([CH3:46])[CH3:47])[CH2:48][CH3:49])([CH3:50])[CH3:51].[Cl:22][CH2:23][CH2:24][c:25]1[cH:26][cH:27][c:28]([O:39][CH3:40])[c:29]([S:31](=[O:32])(=[O:33])[NH:34][CH2:35][C:36](=[O:37])[NH2:38])[cH:30]1.[Li+:42].[O:52]1[CH2:53][CH2:54][O:55][CH2:56][CH2:57]1>>[CH2:1]([CH3:2])[O:3][CH2:4][c:5]1[n:6][c:7]([CH:16]2[CH2:17][CH2:18][N:19]([CH2:23][CH2:24][c:25]3[cH:26][cH:27][c:28]([O:39][CH3:40])[c:29]([S:31](=[O:32])(=[O:33])[NH:34][CH2:35][C:36](=[O:37])[NH2:38])[cH:30]3)[CH2:20][CH2:21]2)[o:8][c:9]1-[c:10]1[cH:11][cH:12][cH:13][cH:14][cH:15]1. Starting materials: BrC1=CC(=C(C=C1)F)S(=O)(=O)C (4-bromo-1-fluoro-2-(methylsulfonyl)benzene), [Cl-].[NH4+] (ammonium chloride), [H-].[Na+] (sodium hydride), OCCC1CCN(CC1)C(=O)OC(C)(C)C (tert-butyl 4-(2-hydroxyethyl)piperidine-1-carboxylate). Run in CN(C)C=O (DMF), CCOC(=O)C (EtOAc). Reaction conditions: time 30 minute. Yields the product BrC1=CC(=C(OCCC2CCN(CC2)C(=O)OC(C)(C)C)C=C1)S(=O)(=O)C (tert-butyl 4-{2-[4-bromo-2-(methylsulfonyl)phenoxy]ethyl}piperidine-1-carboxylate). Isolated yield 92.5%. Reaction SMILES: [H-].[Na+].[OH:3][CH2:4][CH2:5][CH:6]1[CH2:11][CH2:10][N:9]([C:12]([O:14][C:15]([CH3:18])([CH3:17])[CH3:16])=[O:13])[CH2:8][CH2:7]1.[Br:19][C:20]1[CH:25]=[CH:24][C:23](F)=[C:22]([S:27]([CH3:30])(=[O:29])=[O:28])[CH:21]=1.[Cl-].[NH4+]>CN(C=O)C.CCOC(C)=O>[Br:19][C:20]1[CH:25]=[CH:24][C:23]([O:3][CH2:4][CH2:5][CH:6]2[CH2:7][CH2:8][N:9]([C:12]([O:14][C:15]([CH3:18])([CH3:17])[CH3:16])=[O:13])[CH2:10][CH2:11]2)=[C:22]([S:27]([CH3:30])(=[O:29])=[O:28])[CH:21]=1 |f:0.1,4.5|. Procedure: After 60% sodium hydride (17 mg) was added to a solution of tert-butyl 4-(2-hydroxyethyl)piperidine-1-carboxylate (109 mg) in DMF (2 mL) at 0° C. in a nitrogen atmosphere, the mixture was stirred at room temperature for 30 minutes. After the reaction mixture was cooled to 0° C., 4-bromo-1-fluoro-2-(methylsulfonyl)benzene (100 mg) was added thereto. The reaction mixture was stirred at 0° C. for 30 minutes, and stirred at room temperature for 3 hours. After a saturated aqueous ammonium chloride so... Reactants: COC=1C=C(C(=O)N2CC(CC2)(C2=CC=CC=C2)CCN2CCN(CCC2)C2=NC3=C(N2)C=CC=C3)C=C(C1OC)OC (1-(3,4,5-trimethoxybenzoyl)-3-(2-(4-(1H-benzimidazol-2-yl)[1,4]diazepan-1-yl)ethyl)-3-phenylpyrrolidine), ClCC=1OC=CC1 (2-(chloromethyl)furan). The product is COC=1C=C(C(=O)N2CC(CC2)(C2=CC=CC=C2)CCN2CCN(CCC2)C2=NC3=C(N2CC=2OC=CC2)C=CC=C3)C=C(C1OC)OC (1-(3,4,5-Trimethoxybenzoyl)-3-(2-(4-(1-(fur-2-ylmethyl)-1H-benzimidazol-2-yl)[1,4]diazepan-1-yl)ethyl)-3-phenylpyrrolidine). RXN SMILES: [CH3:1][O:2][C:3]1[CH:4]=[C:5]([CH:37]=[C:38]([O:42][CH3:43])[C:39]=1[O:40][CH3:41])[C:6]([N:8]1[CH2:12][CH2:11][C:10]([CH2:19][CH2:20][N:21]2[CH2:27][CH2:26][CH2:25][N:24]([C:28]3[NH:32][C:31]4[CH:33]=[CH:34][CH:35]=[CH:36][C:30]=4[N:29]=3)[CH2:23][CH2:22]2)([C:13]2[CH:18]=[CH:17][CH:16]=[CH:15][CH:14]=2)[CH2:9]1)=[O:7].Cl[CH2:45][C:46]1[O:47][CH:48]=[CH:49][CH:50]=1>>[CH3:43][O:42][C:38]1[CH:37]=[C:5]([CH:4]=[C:3]([O:2][CH3:1])[C:39]=1[O:40][CH3:41])[C:6]([N:8]1[CH2:12][CH2:11][C:10]([CH2:19][CH2:20][N:21]2[CH2:27][CH2:26][CH2:25][N:24]([C:28]3[N:29]([CH2:45][C:46]4[O:47][CH:48]=[CH:49][CH:50]=4)[C:30]4[CH:36]=[CH:35][CH:34]=[CH:33][C:31]=4[N:32]=3)[CH2:23][CH2:22]2)([C:13]2[CH:14]=[CH:15][CH:16]=[CH:17][CH:18]=2)[CH2:9]1)=[O:7]. Procedure details: Prepare by the method of Example 35.1 using 1-(3,4,5-trimethoxybenzoyl)-3-(2-(4-(1H-benzimidazol-2-yl)[1,4]diazepan-1-yl)ethyl)-3-phenylpyrrolidine (prepared from (−)-3-phenyl-3-(2-hydroxyethyl)pyrrolidine(R,R)-di-p-anisoyltartaric acid salt) and 2-(chloromethyl)furan (T. Reichstein et al., Ber., 63 749-754 (1930)) to give the title compound.